This data is from the Open Reaction Database (ORD), a public repository of structured organic reaction records. The task is: describe an organic reaction: reactants, conditions, products, and yield The reactants are BrB(Br)Br, ClCCl, CC#CCn1c(Br)nc2c1c(=O)n(CC(=O)c1ccccc1OC)c(=O)n2C. Product: CC#CCn1c(Br)nc2c1c(=O)n(CC(=O)c1ccccc1O)c(=O)n2C. Reaction SMILES: [B:29]([Br:30])([Br:31])[Br:32].[CH2:33]([Cl:34])[Cl:35].[CH3:1][O:2][c:3]1[c:4]([C:9]([CH2:10][n:11]2[c:12](=[O:13])[n:14]([CH3:27])[c:15]3[n:16][c:17]([Br:26])[n:18]([CH2:22][C:23]#[C:24][CH3:25])[c:19]3[c:20]2=[O:21])=[O:28])[cH:5][cH:6][cH:7][cH:8]1>>[OH:2][c:3]1[c:4]([C:9]([CH2:10][n:11]2[c:12](=[O:13])[n:14]([CH3:27])[c:15]3[n:16][c:17]([Br:26])[n:18]([CH2:22][C:23]#[C:24][CH3:25])[c:19]3[c:20]2=[O:21])=[O:28])[cH:5][cH:6][cH:7][cH:8]1. The reactants are C1CCCCC1 (cyclohexane), C=CC1=CC=CC=C1 (styrene), C(C)(CC)[Li] (sec-butyl lithium), C=CC(C)=C (isoprene), C=CC1=CC=CC=C1 (styrene). Run in CO (methanol). Yields the product C=CC1=CC=CC=C1.C=CC(C)=C.C=CC1=CC=CC=C1 (styrene-isoprene-styrene). Reaction SMILES: C1CCCCC1.[CH2:7]=[CH:8][C:9]1[CH:14]=[CH:13][CH:12]=[CH:11][CH:10]=1.C([Li])(CC)C.[CH2:20]=[CH:21][C:22](=[CH2:24])[CH3:23]>CO>[CH2:7]=[CH:8][C:9]1[CH:14]=[CH:13][CH:12]=[CH:11][CH:10]=1.[CH2:20]=[CH:21][C:22](=[CH2:23])[CH3:24].[CH2:7]=[CH:8][C:9]1[CH:14]=[CH:13][CH:12]=[CH:11][CH:10]=1 |f:5.6.7|. Reported procedure: Into a reaction vessel with a stirrer, 50 kg of cyclohexane, 1,750 g of well dehydrated styrene and 175 g of sec-butyl lithium (10% by weight, cyclohexane solution) were charged to carry out polymerization at 60° C. for 60 minutes. Next, 6,500 g of isoprene was added to carry out polymerization for 60 minutes, and 1,750 g of styrene was further added to carry out polymerization for 60 minutes. Thereafter, methanol was added to terminate the reaction. Thus, a styrene-isoprene-styrene type block c... Reactants: COC(=O)C1NC(=O)CC1c1c(OC)cc(OC)cc1OC, CI, CN(C)C=O, Cl, [H-], [Na+]. Yields the product COC(=O)C1C(c2c(OC)cc(OC)cc2OC)CC(=O)N1C. RXN SMILES: [CH3:1][O:2][C:3](=[O:4])[CH:5]1[NH:6][C:7](=[O:22])[CH2:8][CH:9]1[c:10]1[c:11]([O:20][CH3:21])[cH:12][c:13]([O:18][CH3:19])[cH:14][c:15]1[O:16][CH3:17].[CH3:25][I:26].[CH3:28][N:29]([CH3:30])[CH:31]=[O:32].[ClH:27].[H-:23].[Na+:24]>>[CH3:1][O:2][C:3](=[O:4])[CH:5]1[N:6]([CH3:25])[C:7](=[O:22])[CH2:8][CH:9]1[c:10]1[c:11]([O:20][CH3:21])[cH:12][c:13]([O:18][CH3:19])[cH:14][c:15]1[O:16][CH3:17]. The reactants are BrC=1C=C(C=CC1)NC1=NC=NC2=CC=C(C=C12)NC=1C(C(C1OCC)=O)=O (3-[4-(3-Bromo-phenylamino)-quinazolin-6-ylamino]-4-ethoxy-cyclobut-3-ene-1,2-dione), [OH-].[NH4+] (ammonium hydroxide). Run in C(C)O (ethanol). The product is NC=1C(C(C1NC=1C=C2C(=NC=NC2=CC1)NC1=CC(=CC=C1)Br)=O)=O (3-Amino-4-[4-(3-bromo-phenylamino)-quinazolin-6-ylamino]-cyclobut-3-ene-1,2-dione). Reaction SMILES: [Br:1][C:2]1[CH:3]=[C:4]([NH:8][C:9]2[C:18]3[C:13](=[CH:14][CH:15]=[C:16]([NH:19][C:20]4[C:21](=O)[C:22](=[O:27])[C:23]=4[O:24]CC)[CH:17]=3)[N:12]=[CH:11][N:10]=2)[CH:5]=[CH:6][CH:7]=1.[OH-].[NH4+:30]>C(O)C>[NH2:30][C:21]1[C:22](=[O:27])[C:23](=[O:24])[C:20]=1[NH:19][C:16]1[CH:17]=[C:18]2[C:13](=[CH:14][CH:15]=1)[N:12]=[CH:11][N:10]=[C:9]2[NH:8][C:4]1[CH:5]=[CH:6][CH:7]=[C:2]([Br:1])[CH:3]=1 |f:1.2|. Procedure details: A mixture of 0.8 g of 3-[4-(3-Bromo-phenylamino)-quinazolin-6-ylamino]-4-ethoxy-cyclobut-3-ene-1,2-dione, 8 mL of ammonium hydroxide, and 8 mL of ethanol was refluxed for 1 hr. The mixture was cooled to room temperature and the solid was collected and washed with ethanol and ether giving 0.65 g of 3-Amino-4-[4-(3-bromo-phenylamino)-quinazolin-6-ylamino]-cyclobut-3-ene-1,2-dione as a yellow powder: mass spectrum (m/e): M+H 412.1. Product: O=[N+]([O-])c1cccc(CNc2nc(-c3ccccn3)nc3sc(C(F)(F)F)cc23)c1. Reactants: FC(F)(F)c1cc2c(Cl)nc(-c3ccccn3)nc2s1, NCc1cccc([N+](=O)[O-])c1. RXN SMILES: [Cl:12][c:13]1[c:14]2[c:15]([n:16][c:17](-[c:19]3[n:20][cH:21][cH:22][cH:23][cH:24]3)[n:18]1)[s:25][c:26]([C:28]([F:29])([F:30])[F:31])[cH:27]2.[N+:1](=[O:2])([O-:3])[c:4]1[cH:5][c:6]([CH2:7][NH2:8])[cH:9][cH:10][cH:11]1>>[N+:1](=[O:2])([O-:3])[c:4]1[cH:5][c:6]([CH2:7][NH:8][c:13]2[c:14]3[c:15]([n:16][c:17](-[c:19]4[n:20][cH:21][cH:22][cH:23][cH:24]4)[n:18]2)[s:25][c:26]([C:28]([F:29])([F:30])[F:31])[cH:27]3)[cH:9][cH:10][cH:11]1. Starting materials: O (water), C[O-].[Na+] (Sodium methoxide), C(C)(=O)O[C@H]1C[C@@H]2N([C@@H](CN(C2)C(=O)OC(C)(C)C)C(C2=CC=CC=C2)C2=CC=CC=C2)C1 (tert-butyl (4R,7S,8aS)-7-acetoxy-4-benzhydrylhexahydropyrrolo[1,2-a]pyrazine-2(1H)-carboxylate). Solvent: CO (methanol), CO (methanol). Reaction conditions: time 1 hour. Yields the product C(C1=CC=CC=C1)(C1=CC=CC=C1)[C@@H]1CN(C[C@H]2N1C[C@H](C2)O)C(=O)OC(C)(C)C (tert-butyl (4R,7S,8aS)-4-benzhydryl-7-hydroxyhexahydropyrrolo[1,2-a]pyrazine-2(1H)-carboxylate). Yield: 91.5%. As a reaction SMILES: C[O-].[Na+].C([O:7][C@@H:8]1[CH2:36][N:11]2[C@H:12]([CH:23]([C:30]3[CH:35]=[CH:34][CH:33]=[CH:32][CH:31]=3)[C:24]3[CH:29]=[CH:28][CH:27]=[CH:26][CH:25]=3)[CH2:13][N:14]([C:16]([O:18][C:19]([CH3:22])([CH3:21])[CH3:20])=[O:17])[CH2:15][C@@H:10]2[CH2:9]1)(=O)C.O>CO>[CH:23]([C@H:12]1[N:11]2[CH2:36][C@@H:8]([OH:7])[CH2:9][C@H:10]2[CH2:15][N:14]([C:16]([O:18][C:19]([CH3:22])([CH3:21])[CH3:20])=[O:17])[CH2:13]1)([C:30]1[CH:31]=[CH:32][CH:33]=[CH:34][CH:35]=1)[C:24]1[CH:29]=[CH:28][CH:27]=[CH:26][CH:25]=1 |f:0.1|. Procedure details: Sodium methoxide in methanol (5M, 27 μl ) was added into a solution of tert-butyl (4R,7S,8aS)-7-acetoxy-4-benzhydrylhexahydropyrrolo[1,2-a]pyrazine-2(1H)-carboxylate (628 mg) in methanol (10 ml) at room temperature. After being stirred for 1 hour at the same temperature, the reaction mixture was poured into water (10 ml). The whole was extracted with ethyl acetate. The extract was washed with brine, dried over magnesium sulfate and evaporated under reduced pressure. The resulting residue was pur... Starting materials: C(C)[Mg]Br (ethylmagnesium bromide), ClC=1C=C(C=C(C1)Cl)C1=NC(=NC(=C1C(=O)NCCCC1=CC=CC=C1)C)S(=O)(=O)C (4-(3,5-dichlorophenyl)-6-methyl-2-(methylsulfonyl)-N-(3-phenylpropyl)-5-pyrimidinecarboxamide), Cl (hydrochloric acid). Run in C(C)(=O)OCC (ethyl acetate), C1CCOC1 (THF). Reaction conditions: time 1 hour. Product: C(C)C1=NC(=C(C(=N1)C1=CC(=CC(=C1)Cl)Cl)C(=O)NCCCC1=CC=CC=C1)C (2-ethyl-4-(3,5-dichlorophenyl)-6-methyl-N-(3-phenylpropyl)-5-pyrimidinecarboxamide). Reaction SMILES: [Cl:1][C:2]1[CH:3]=[C:4]([C:9]2[C:14]([C:15]([NH:17][CH2:18][CH2:19][CH2:20][C:21]3[CH:26]=[CH:25][CH:24]=[CH:23][CH:22]=3)=[O:16])=[C:13]([CH3:27])[N:12]=[C:11](S(C)(=O)=O)[N:10]=2)[CH:5]=[C:6]([Cl:8])[CH:7]=1.[CH2:32]([Mg]Br)[CH3:33].Cl>C1COCC1.C(OCC)(=O)C>[CH2:32]([C:11]1[N:10]=[C:9]([C:4]2[CH:3]=[C:2]([Cl:1])[CH:7]=[C:6]([Cl:8])[CH:5]=2)[C:14]([C:15]([NH:17][CH2:18][CH2:19][CH2:20][C:21]2[CH:26]=[CH:25][CH:24]=[CH:23][CH:22]=2)=[O:16])=[C:13]([CH3:27])[N:12]=1)[CH3:33]. Reported procedure: 100 mg (0.209 mmol) of 4-(3,5-dichlorophenyl)-6-methyl-2-(methylsulfonyl)-N-(3-phenylpropyl)-5-pyrimidinecarboxamide was dissolved in 3 ml of THF. 0.314 ml (13% THF solution, 1 mol/l) of ethylmagnesium bromide was added at 0° C. and stirred at the same temperature for 1 hour. 10% hydrochloric acid was added at the same temperature and stirred for 10 minutes. After the reaction mixture was diluted with ethyl acetate, the organic layer was washed with saturated aqueous sodium chloride solution and...